Dataset: the Open Reaction Database (ORD), a public repository of structured organic reaction records. Task: describe an organic reaction: reactants, conditions, products, and yield The reactants are BrC1=C(C=CC(=N1)C(=O)O)F (6-bromo-5-fluoropicolinic acid), FC1=C(C=CC(=C1)F)B(O)O (2,4-difluorophenylboronic acid). Reagents/catalysts: C1=CC=C(C=C1)P([C-]2C=CC=C2)C3=CC=CC=C3.C1=CC=C(C=C1)P([C-]2C=CC=C2)C3=CC=CC=C3.Cl[Pd]Cl.[Fe+2].C(Cl)Cl (Pd(dppf)Cl2 DCM). Product: FC1=C(C=CC(=C1)F)C1=C(C=CC(=N1)C(=O)O)F (6-(2,4-difluorophenyl)-5-fluoropicolinic acid). Yield: 79.0%. As a reaction SMILES: Br[C:2]1[N:7]=[C:6]([C:8]([OH:10])=[O:9])[CH:5]=[CH:4][C:3]=1[F:11].[F:12][C:13]1[CH:18]=[C:17]([F:19])[CH:16]=[CH:15][C:14]=1B(O)O>C1C=CC(P(C2C=CC=CC=2)[C-]2C=CC=C2)=CC=1.C1C=CC(P(C2C=CC=CC=2)[C-]2C=CC=C2)=CC=1.Cl[Pd]Cl.[Fe+2].C(Cl)Cl>[F:12][C:13]1[CH:18]=[C:17]([F:19])[CH:16]=[CH:15][C:14]=1[C:2]1[N:7]=[C:6]([C:8]([OH:10])=[O:9])[CH:5]=[CH:4][C:3]=1[F:11] |f:2.3.4.5.6|. Reported procedure: Method 1 was followed using 6-bromo-5-fluoropicolinic acid (1.0 equiv.) and 2,4-difluorophenylboronic acid (1.3 equiv.) and Pd(dppf)Cl2-DCM (0.05 equiv.) to give 6-(2,4-difluorophenyl)-5-fluoropicolinic acid in 79% yield. LC/MS=254.1 (M+H), Rt=0.75 min. Isolated yield 106.4%. The reagents and catalysts are [Rh] (rhodium). Procedure: 3-(2,2-Dimethylpropyl)-1-cyclobutenecarboxylic acid (163 g) and tetrahydrofuran (1300 mL) were mixed. After an addition of 5 w/w % rhodium on activated carbon (8.2 g) to the mixture, the mixture was stirred at RT for 35 hr under hydrogen atmosphere (1 atm). The 5 w/w % rhodium on activated carbon was filtered off and the filtrate was concentrated in vacuo to give the title compound (175.56 g) as a crude product. Reaction conditions: time 35 hour. Yields the product CC(CC1CC(C1)C(=O)O)(C)C (3-(2,2-Dimethylpropyl)cyclobutanecarboxylic acid). The reactants are CC(CC1C=C(C1)C(=O)O)(C)C (3-(2,2-Dimethylpropyl)-1-cyclobutenecarboxylic acid). As a reaction SMILES: [CH3:1][C:2]([CH3:12])([CH3:11])[CH2:3][CH:4]1[CH2:7][C:6]([C:8]([OH:10])=[O:9])=[CH:5]1>[Rh].O1CCCC1>[CH3:1][C:2]([CH3:12])([CH3:11])[CH2:3][CH:4]1[CH2:7][CH:6]([C:8]([OH:10])=[O:9])[CH2:5]1. Run in O1CCCC1 (tetrahydrofuran). The reactants are BrC1=C(C=CC=C1)O (bromophenol), C([O-])([O-])=O.[K+].[K+] (potassium carbonate), Cl.ClCCN1CCCCC1 (β-chloroethyl piperidine hydrochloride salt), C([O-])([O-])=O.[K+].[K+] (potassium carbonate), Cl.ClCCN1CCCCC1 (β-chloroethyl piperidine hydrochloride salt). Solvent: CN(C=O)C (dimethylformamide). Reaction conditions: temperature 90 celsius. Product: BrC1=CC=C(C=C1)OCCN1CCCCC1 (4-bromo-(1-piperidinyl)ethoxybenzene). The yield is 82.5%. As a reaction SMILES: [Br:1][C:2]1[CH:7]=[CH:6][CH:5]=[CH:4][C:3]=1O.[C:9](=[O:12])([O-])[O-].[K+].[K+].Cl.ClC[CH2:18][N:19]1[CH2:24][CH2:23][CH2:22][CH2:21][CH2:20]1>CN(C)C=O>[Br:1][C:2]1[CH:7]=[CH:6][C:5]([O:12][CH2:9][CH2:18][N:19]2[CH2:24][CH2:23][CH2:22][CH2:21][CH2:20]2)=[CH:4][CH:3]=1 |f:1.2.3,4.5|. Reported procedure: To bromophenol (20.05 g, 116 mmol) and finely powdered potassium carbonate (49.16 g, 356 mmol) is added 250 ml of dimethylformamide and the contents heated with vigorous stirring to 90° C. To this rapidly stirring slurry is added β-chloroethyl piperidine hydrochloride salt (25.6 g, 139 mmol) in portions over 5 minutes. The resulting slurry is heated at 90° C. and stirred for 2 hours. An aliquot at that time shows the reaction about 95% complete. Additional potassium carbonate (4.2 g) and β-chlor...